From a dataset of the Open Reaction Database (ORD), a public repository of structured organic reaction records. describe an organic reaction: reactants, conditions, products, and yield Starting materials: fused zinc chloride, CC1=NC2=NC=CN=C2C(N1C1=C(C=CC=C1)C)=O (2-methyl-3-(2-methyl-phenyl)-3H-pteridin-4-one), FC1=C(C=O)C=CC=C1 (2-fluorobenzaldehyde), C(C)(=O)OC(C)=O (acetic anhydride). The solvent is O1CCOCC1 (dioxane). The product is FC1=C(C=CC=C1)C=CC1=NC2=NC=CN=C2C(N1C1=C(C=CC=C1)C)=O (2-[2-(2-Fluoro-phenyl)-vinyl]-3-o-tolyl-3H-pteridin-4-one). Isolated yield 55.4%. As a reaction SMILES: [CH3:1][C:2]1[N:11]([C:12]2[CH:17]=[CH:16][CH:15]=[CH:14][C:13]=2[CH3:18])[C:10](=[O:19])[C:9]2[C:4](=[N:5][CH:6]=[CH:7][N:8]=2)[N:3]=1.[F:20][C:21]1[CH:28]=[CH:27][CH:26]=[CH:25][C:22]=1[CH:23]=O.C(OC(=O)C)(=O)C>O1CCOCC1>[F:20][C:21]1[CH:28]=[CH:27][CH:26]=[CH:25][C:22]=1[CH:23]=[CH:1][C:2]1[N:11]([C:12]2[CH:17]=[CH:16][CH:15]=[CH:14][C:13]=2[CH3:18])[C:10](=[O:19])[C:9]2[C:4](=[N:5][CH:6]=[CH:7][N:8]=2)[N:3]=1. Reported procedure: A mixture of fused zinc chloride (0.17 g, 1.25 mmol), dioxane (15 mL), 2-methyl-3-(2-methyl-phenyl)-3H-pteridin-4-one (0.174 g, 0.69 mmol, preparation 8), and 2-fluorobenzaldehyde (0.22 mL, 2.07 mmol), and acetic anhydride 0.195 mL, 2.07 mmol) was refluxed overnight. The reaction was cooled and concentrated. The residual material was partitioned between saturated aqueous sodium bicarbonate and methylene chloride. The layers were carefully shaken and separated. The organic layer was washed with b... Reactants: O=C([O-])O, COc1c([N+](=O)[O-])cc(C(=O)O)cc1S(N)(=O)=O, [Na+]. Yields the product COc1c(N)cc(C(=O)O)cc1S(N)(=O)=O. Reaction SMILES: [C:19](=[O:20])([O-:21])[OH:22].[CH3:1][O:2][c:3]1[c:4]([N+:16]([O-:17])=[O:18])[cH:5][c:6]([C:7](=[O:8])[OH:9])[cH:10][c:11]1[S:12]([NH2:13])(=[O:14])=[O:15].[Na+:23]>>[CH3:1][O:2][c:3]1[c:4]([NH2:16])[cH:5][c:6]([C:7](=[O:8])[OH:9])[cH:10][c:11]1[S:12]([NH2:13])(=[O:14])=[O:15]. Reactants: [BH4-], CCO, O=Cc1cc([N+](=O)[O-])ccc1Sc1ccccc1, [Na+], O. Yields the product O=[N+]([O-])c1ccc(Sc2ccccc2)c(CO)c1. RXN SMILES: [BH4-:19].[CH3:21][CH2:22][OH:23].[N+:1](=[O:2])([O-:3])[c:4]1[cH:5][c:6]([CH:7]=[O:8])[c:9]([S:12][c:13]2[cH:14][cH:15][cH:16][cH:17][cH:18]2)[cH:10][cH:11]1.[Na+:20].[OH2:24]>>[N+:1](=[O:2])([O-:3])[c:4]1[cH:5][c:6]([CH2:7][OH:8])[c:9]([S:12][c:13]2[cH:14][cH:15][cH:16][cH:17][cH:18]2)[cH:10][cH:11]1. Starting materials: ClC1=C(C(=NC=C1)C(=O)OC)F (methyl 4-chloro-3-fluoropicolinate), C[O-].[Na+] (sodium methoxide), O.S.[Na] (sodium hydrogensulfide hydrate), BrC1=CN=C(S1)NC1=NC=CC=C1 (5-bromo-N-(pyridin-2-yl)thiazol-2-amine), thiazoles, Cl (HCl). Run in CN(C)C=O (DMF), O (water), CO (methanol). Reaction conditions: temperature 37 celsius, time 5 day. The product is FC=1C(=NC=CC1SC1=CN=C(S1)NC1=NC=CC=C1)C(=O)O (3-fluoro-4-(2-(pyridin-2-ylamino)thiazol-5-ylthio)picolinic acid). Isolated yield 4.0%. RXN SMILES: Cl[C:2]1[CH:7]=[CH:6][N:5]=[C:4]([C:8]([O:10]C)=[O:9])[C:3]=1[F:12].O.[SH2:14].[Na].Br[C:17]1[S:21][C:20]([NH:22][C:23]2[CH:28]=[CH:27][CH:26]=[CH:25][N:24]=2)=[N:19][CH:18]=1.C[O-].[Na+].Cl>CO.O.CN(C=O)C>[F:12][C:3]1[C:4]([C:8]([OH:10])=[O:9])=[N:5][CH:6]=[CH:7][C:2]=1[S:14][C:17]1[S:21][C:20]([NH:22][C:23]2[CH:28]=[CH:27][CH:26]=[CH:25][N:24]=2)=[N:19][CH:18]=1 |f:1.2.3,5.6,^1:14|. Reported procedure: A DMF (3 mL) solution of methyl 4-chloro-3-fluoropicolinate (0.3 g, 1.58 mmol) was bubbled 10 min with argon, then sodium hydrogensulfide hydrate (0.146 g, 1.98 mmol, 1.25 eq) was added and the mixture was gently heated to 37° C. The mixture was diluted with methanol then 5-bromo-N-(pyridin-2-yl)thiazol-2-amine (0.404 g, 1.58 mmol, 1 eq, described in the synthesis of thiazoles Example A) was added, followed by a solution of sodium methoxide 25% (0.725 mL, 3.16 mmol, 2 eq). The mixture was heated... Reactants: Cl, O=N[O-], CS(=O)(=O)c1ccc(C(CC2CCOCC2)C(=O)Nc2nccs2)cc1N, [Na+], O. The product is CS(=O)(=O)c1ccc(C(CC2CCOCC2)C(=O)Nc2nccs2)cc1Cl. Reaction SMILES: [ClH:32].[N:1]([O-:2])=[O:3].[NH2:5][c:6]1[cH:7][c:8]([CH:16]([C:17](=[O:18])[NH:19][c:20]2[s:21][cH:22][cH:23][n:24]2)[CH2:25][CH:26]2[CH2:27][CH2:28][O:29][CH2:30][CH2:31]2)[cH:9][cH:10][c:11]1[S:12](=[O:13])(=[O:14])[CH3:15].[Na+:4].[OH2:33]>>[c:6]1([Cl:32])[cH:7][c:8]([CH:16]([C:17](=[O:18])[NH:19][c:20]2[s:21][cH:22][cH:23][n:24]2)[CH2:25][CH:26]2[CH2:27][CH2:28][O:29][CH2:30][CH2:31]2)[cH:9][cH:10][c:11]1[S:12](=[O:13])(=[O:14])[CH3:15].